This data is from the Open Reaction Database (ORD), a public repository of structured organic reaction records. The task is: describe an organic reaction: reactants, conditions, products, and yield Starting materials: C1(=CC=C(C=C1)CC(C(C)N)C1=CC=C(C=C1)Cl)C1=CC=CC=C1 ((1RS, 2RS)-3-(4-biphenylyl)-2-(4-chlorophenyl)-1-methylpropylamine), ClC1=CC=C(C=C1)C(C(C)NCC1=CC2=CC=CC=C2C=C1)CC1=CC(=C(C=C1)C1=CC=CC=C1)F (N-{(1RS, 2RS)-2-(4-chlorophenyl)-3-(2-fluoro-4-biphenylyl)-1-methylpropyl}-2naphthylmethylamine), ClC1=CC=C(C=C1)C1=CC=C(C=C1)CC(C(C)NCC1=CC2=CC=CC=C2C=C1)C1=CC=C(C=C1)Cl (N-{(1RS, 2RS)-3-(4'-chloro-4-biphenylyl)-2-(4-chlorophenyl)-1-methylpropyl}-2naphthylmethylamine), C1(=CC=C(C=C1)CC(C(C)NCC1=CC2=CC=CC=C2C=C1)C1=CC(=C(C=C1)Cl)Cl)C1=CC=CC=C1 (N-{(1RS, 2RS)-3-(4-biphenylyl)-2-(3,4-dichlorophenyl)-1-methylpropyl}-2-naphthylmethylamine), C1(=CC=C(C=C1)CC(C(C)NCC1=CC2=CC=CC=C2C=C1)C1=CC2=CC=CC=C2C=C1)C1=CC=CC=C1 (N-{(1RS, 2RS)-3-(4-biphenylyl)-1-methyl-2-(2-naphthyl)propyl}-2-naphthylmethylamine), ClC1=CC=C(C=C1)C(C(C)NCC1=CC2=CC=CC=C2C=C1)CC1=CC(=CC=C1)C1=CC2=CC=CC=C2C=C1 (N-[(1RS, 2RS)-2-(4-chlorophenyl)-1-methyl-3-{3-(2-naphthyl)phenyl}propyl]-2-naphthylmethylamine), amine, C1(=CC(=CC=C1)CC(C(C)NCC1=CC2=CC=CC=C2C=C1)C1=CC=C(C=C1)Cl)C1=CC=CC=C1 (N-{(1RS, 2RS)-3-(3-biphenylyl)-2-(4-chlorophenyl)-1-methylpropyl}-2naphthylmethylamine), ClC1=CC=C(C=C1)C(C(C)NCC1=CC2=CC=CC=C2C=C1)CC=1C=C(C(=CC1)F)C1=CC=CC=C1 (N-{(1RS, 2RS)-2-(4-chlorophenyl)-3-(6-fluoro-3-biphenylyl)-1-methylpropyl}-2naphthylmethylamine). Product: C1(=CC=C(C=C1)CC(C(C)NCC1=CC2=CC=CC=C2C=C1)C1=CC=C(C=C1)Cl)C1=CC=CC=C1 (N-{(1RS, 2RS)-3-(4-biphenylyl)-2-(4- chlorophenyl)-1-methylpropyl}-2-naphthylmethylamine). RXN SMILES: [C:1]1([C:19]2[CH:24]=[CH:23][CH:22]=[CH:21][CH:20]=2)[CH:6]=[CH:5][C:4]([CH2:7][CH:8]([C:12]2[CH:17]=[CH:16][C:15]([Cl:18])=[CH:14][CH:13]=2)[CH:9]([NH2:11])[CH3:10])=[CH:3][CH:2]=1.C1(C2C=CC=CC=2)C=CC=C(CC(C2C=CC(Cl)=CC=2)C(N[CH2:36][C:37]2[CH:46]=[CH:45][C:44]3[C:39](=[CH:40][CH:41]=[CH:42][CH:43]=3)[CH:38]=2)C)C=1.ClC1C=CC(C2C=CC(CC(C3C=CC(Cl)=CC=3)C(NCC3C=CC4C(=CC=CC=4)C=3)C)=CC=2)=CC=1.ClC1C=CC(C(CC2C=CC(C3C=CC=CC=3)=C(F)C=2)C(NCC2C=CC3C(=CC=CC=3)C=2)C)=CC=1.ClC1C=CC(C(CC2C=C(C3C=CC=CC=3)C(F)=CC=2)C(NCC2C=CC3C(=CC=CC=3)C=2)C)=CC=1.ClC1C=CC(C(CC2C=CC=C(C3C=CC4C(=CC=CC=4)C=3)C=2)C(NCC2C=CC3C(=CC=CC=3)C=2)C)=CC=1.C1(C2C=CC=CC=2)C=CC(CC(C2C=CC(Cl)=C(Cl)C=2)C(NCC2C=CC3C(=CC=CC=3)C=2)C)=CC=1.C1(C2C=CC=CC=2)C=CC(CC(C2C=CC3C(=CC=CC=3)C=2)C(NCC2C=CC3C(=CC=CC=3)C=2)C)=CC=1>>[C:1]1([C:19]2[CH:24]=[CH:23][CH:22]=[CH:21][CH:20]=2)[CH:2]=[CH:3][C:4]([CH2:7][CH:8]([C:12]2[CH:17]=[CH:16][C:15]([Cl:18])=[CH:14][CH:13]=2)[CH:9]([NH:11][CH2:36][C:37]2[CH:46]=[CH:45][C:44]3[C:39](=[CH:40][CH:41]=[CH:42][CH:43]=3)[CH:38]=2)[CH3:10])=[CH:5][CH:6]=1. Procedure details: The following compounds were prepared in the same manner as in Reference Example 2 except that (1RS, 2RS)-3-(4-biphenylyl)-2-(4-chlorophenyl)-1-methylpropylamine used in the above reaction was changed to the corresponding amine compounds: N-{(1RS, 2RS)-3-(3-biphenylyl)-2-(4-chlorophenyl)-1-methylpropyl}-2naphthylmethylamine, N-{(1RS, 2RS)-3-(4'-chloro-4-biphenylyl)-2-(4-chlorophenyl)-1-methylpropyl}-2naphthylmethylamine, N-{(1RS, 2RS)-2-(4-chlorophenyl)-3-(2-fluoro-4-biphenylyl)-1-methylpropyl}-... Starting materials: Cl (HCl), C(CCC=C)S(=O)(=O)Cl (4-pentenesulfonyl chloride), C(C)(C)(C)OC(=O)N[C@@H](CCCC)C(=O)N1[C@H](C(=O)OC)C[C@H](C1)OC1=CC(=NC2=CC=C(C=C12)C=C)C1=CC=CC=C1 (Methyl N-(tert-butoxycarbonyl)-L-norleucyl-(4R)-4-[(2-phenyl-6-vinylquinolin-4-yl)oxy]-L-prolinate), CCN(C(C)C)C(C)C (DIPEA). Run at temperature 0 celsius, time 30 minute. Reaction SMILES: C(OC([NH:8][C@H:9]([C:14]([N:16]1[CH2:24][C@H:23]([O:25][C:26]2[C:35]3[C:30](=[CH:31][CH:32]=[C:33]([CH:36]=[CH2:37])[CH:34]=3)[N:29]=[C:28]([C:38]3[CH:43]=[CH:42][CH:41]=[CH:40][CH:39]=3)[CH:27]=2)[CH2:22][C@H:17]1[C:18]([O:20][CH3:21])=[O:19])=[O:15])[CH2:10][CH2:11][CH2:12][CH3:13])=O)(C)(C)C.Cl.CCN(C(C)C)C(C)C.[CH2:54]([S:59](Cl)(=[O:61])=[O:60])[CH2:55][CH2:56][CH:57]=[CH2:58]>CCOC(C)=O.CN(C=O)C>[CH2:54]([S:59]([NH:8][C@H:9]([C:14]([N:16]1[CH2:24][C@H:23]([O:25][C:26]2[C:35]3[C:30](=[CH:31][CH:32]=[C:33]([CH:36]=[CH2:37])[CH:34]=3)[N:29]=[C:28]([C:38]3[CH:43]=[CH:42][CH:41]=[CH:40][CH:39]=3)[CH:27]=2)[CH2:22][C@H:17]1[C:18]([O:20][CH3:21])=[O:19])=[O:15])[CH2:10][CH2:11][CH2:12][CH3:13])(=[O:61])=[O:60])[CH2:55][CH2:56][CH:57]=[CH2:58]. Isolated yield 77.4%. Procedure details: Compound 32 (115 mg, 0.196 mmol) was dissolved in EtOAc (5 mL) cooled to 0° C. and treated with anhydrous HCl gas for 10 min. The reaction mixture was then concentrated to give a solid. The solid was dissolved in DMF (2 mL) and DIPEA (0.1 mL, 0.57 mmol) was added. The reaction was cooled to 10° C. and 4-pentenesulfonyl chloride (35 mg, 0.20 mmol) (Culshaw, P. N.; Walton, J. C., J. Chem. Soc., Perkin Trans. 2 (1991), 8, p 1201) was then added. The mixture was stirred at RT for 30 min, quenched wi... Run in CCOC(=O)C (EtOAc), CN(C)C=O (DMF). Yields the product C(CCC=C)S(=O)(=O)N[C@@H](CCCC)C(=O)N1[C@H](C(=O)OC)C[C@H](C1)OC1=CC(=NC2=CC=C(C=C12)C=C)C1=CC=CC=C1 (Methyl N-(pent-4-enylsulfonyl)-L-norleucyl-(4R)-4-[(2-phenyl-6-vinylquinolin-4-yl)oxy]-L-prolinate).